describe an organic reaction: reactants, conditions, products, and yield From a dataset of the Open Reaction Database (ORD), a public repository of structured organic reaction records. Isolated yield 85.3%. The product is BrC1=CC=C(C=C1)S(=O)(=O)NC(C(=O)NC1=CC=C(C=C1)CC(=O)OCC)COC1=CC=CC=C1 ((RS)-2-(4-bromobenzenesulfonylamino)-N-(4-(ethoxycarbonylmethyl)phenyl)-3-phenoxypropanamide). Reaction SMILES: [Br:1][C:2]1[CH:7]=[CH:6][C:5]([S:8]([NH:11][CH:12]([CH2:28][O:29]S(C)(=O)=O)[C:13]([NH:15][C:16]2[CH:21]=[CH:20][C:19]([CH2:22][C:23]([O:25][CH2:26][CH3:27])=[O:24])=[CH:18][CH:17]=2)=[O:14])(=[O:10])=[O:9])=[CH:4][CH:3]=1.[C:34]1(O)[CH:39]=[CH:38][CH:37]=[CH:36][CH:35]=1>>[Br:1][C:2]1[CH:7]=[CH:6][C:5]([S:8]([NH:11][CH:12]([CH2:28][O:29][C:34]2[CH:39]=[CH:38][CH:37]=[CH:36][CH:35]=2)[C:13]([NH:15][C:16]2[CH:21]=[CH:20][C:19]([CH2:22][C:23]([O:25][CH2:26][CH3:27])=[O:24])=[CH:18][CH:17]=2)=[O:14])(=[O:10])=[O:9])=[CH:4][CH:3]=1. Procedure details: The procedure described in Example 125 was repeated, except that ((RS)-2-(4-bromobenzenesulfonylamino)-N-(4-(ethoxycarbonylmethyl)phenyl)-3-methanesulfonyloxypropanamide (500 mg) was reacted with phenol (167 mg) to obtain (RS)-2-(4-bromobenzenesulfonylamino)-N-(4-(ethoxycarbonylmethyl)phenyl)-3-phenoxypropanamide (425.22 mg). The reactants are BrC1=CC=C(C=C1)S(=O)(=O)NC(C(=O)NC1=CC=C(C=C1)CC(=O)OCC)COS(=O)(=O)C ((RS)-2-(4-bromobenzenesulfonylamino)-N-(4-(ethoxycarbonylmethyl)phenyl)-3-methanesulfonyloxypropanamide), C1(=CC=CC=C1)O (phenol). Starting materials: CN1CC(CC1)CC(O)C1=C(C=CC=C1)C (1-methyl-α-(2-methylphenyl)-3-pyrrolidine-ethanol), N (ammonia), [Li] (lithium). The solvent is liquid. Product: CC1=C(CCC2CN(CC2)C)CC=CC1 (3-(3,6-dihydro-2-methylphenethyl)-N-methylpyrrolidine). Reaction SMILES: [CH3:1][N:2]1[CH2:6][CH2:5][CH:4]([CH2:7][CH:8]([C:10]2[CH:15]=[CH:14][CH:13]=[CH:12][C:11]=2[CH3:16])O)[CH2:3]1.N.[Li]>>[CH3:16][C:11]1[CH2:12][CH:13]=[CH:14][CH2:15][C:10]=1[CH2:8][CH2:7][CH:4]1[CH2:5][CH2:6][N:2]([CH3:1])[CH2:3]1 |^1:17|. Procedure: A sample of 1-methyl-α-(2-methylphenyl)-3-pyrrolidine-ethanol (23 α, 0.105 moles) is subjected to Birch reduction in 500 ml liquid ammonia with 7 g (1 mole) of lithium to give a quantitative yield of 3-(3,6-dihydro-2-methylphenethyl)-N-methylpyrrolidine. Reactants: C(C)(=O)O[BH-](OC(C)=O)OC(C)=O.[Na+] (Sodium triacetoxyborohydride), C(C)(=O)O (Acetic acid), O=C1CCN(CC1)C(=O)OC(C)(C)C (tert-butyl 4-oxopiperidine-1-carboxylate), N1C[C@H](CC1)O ((S)-pyrrolidin-3-ol). The solvent is ClCCCl (DCE), C(Cl)Cl (DCM). Reaction conditions: time 10 minute. Yields the product O[C@@H]1CN(CC1)C1CCN(CC1)C(=O)OC(C)(C)C ((S)-tert-butyl 4-(3-hydroxypyrrolidin-1-yl)piperidine-1-carboxylate). Isolated yield 49.3%. RXN SMILES: C(O)(=O)C.O=[C:6]1[CH2:11][CH2:10][N:9]([C:12]([O:14][C:15]([CH3:18])([CH3:17])[CH3:16])=[O:13])[CH2:8][CH2:7]1.[NH:19]1[CH2:23][CH2:22][C@H:21]([OH:24])[CH2:20]1.C(O[BH-](OC(=O)C)OC(=O)C)(=O)C.[Na+]>ClCCCl.C(Cl)Cl>[OH:24][C@H:21]1[CH2:22][CH2:23][N:19]([CH:6]2[CH2:11][CH2:10][N:9]([C:12]([O:14][C:15]([CH3:18])([CH3:17])[CH3:16])=[O:13])[CH2:8][CH2:7]2)[CH2:20]1 |f:3.4|. Procedure: Acetic acid (90 mg, 1.2 mmol) was added to solution of tert-butyl 4-oxopiperidine-1-carboxylate (300 mg, 1.5 mmol) and (S)-pyrrolidin-3-ol (140 mg, 1.7 mmol) in DCE (3 mL) at 10-15° C. and stirring was continued at the same temperature for 10 minutes. Sodium triacetoxyborohydride (957 mg, 4.5 mmol) was added portionwise to the reaction mixture and stirring was continued at 20-35° C. for 16 h. The reaction mixture was diluted with DCM, washed with water, dried over anhydrous sodium sulphate and c... Reactants: COc1ccc(Sc2cc3ccccc3[nH]2)nn1, CO, O=C1CCC(=O)N1Cl. The product is COc1ccc(Sc2[nH]c3ccccc3c2Cl)nn1. RXN SMILES: [CH3:1][O:2][c:3]1[n:4][n:5][c:6]([S:9][c:10]2[nH:11][c:12]3[cH:13][cH:14][cH:15][cH:16][c:17]3[cH:18]2)[cH:7][cH:8]1.[CH3:27][OH:28].[Cl:19][N:20]1[C:21](=[O:22])[CH2:23][CH2:24][C:25]1=[O:26]>>[CH3:1][O:2][c:3]1[n:4][n:5][c:6]([S:9][c:10]2[nH:11][c:12]3[cH:13][cH:14][cH:15][cH:16][c:17]3[c:18]2[Cl:19])[cH:7][cH:8]1. The reagents and catalysts are [Cl-].[Cl-].[Zn+2] (ZnCl2), C=1C=CC(=CC1)[P](C=2C=CC=CC2)(C=3C=CC=CC3)[Pd]([P](C=4C=CC=CC4)(C=5C=CC=CC5)C=6C=CC=CC6)([P](C=7C=CC=CC7)(C=8C=CC=CC8)C=9C=CC=CC9)[P](C=1C=CC=CC1)(C=1C=CC=CC1)C=1C=CC=CC1 ((Ph3P)4Pd). Conditions: temperature 50 celsius, time 30 minute. RXN SMILES: CN(CCN(C)C)C.[O:9]1[CH:13]=[CH:12][CH:11]=[CH:10]1.[Li]CCCC.Br[C:20]1[CH:25]=[CH:24][C:23]([C:26]([CH3:30])([CH3:29])[C:27]#[N:28])=[CH:22][CH:21]=1>C1COCC1.CCOCC.[Cl-].[Cl-].[Zn+2].C1C=CC([P]([Pd]([P](C2C=CC=CC=2)(C2C=CC=CC=2)C2C=CC=CC=2)([P](C2C=CC=CC=2)(C2C=CC=CC=2)C2C=CC=CC=2)[P](C2C=CC=CC=2)(C2C=CC=CC=2)C2C=CC=CC=2)(C2C=CC=CC=2)C2C=CC=CC=2)=CC=1>[CH3:30][C:26]([C:23]1[CH:24]=[CH:25][C:20]([C:10]2[O:9][CH:13]=[CH:12][CH:11]=2)=[CH:21][CH:22]=1)([CH3:29])[C:27]#[N:28] |f:6.7.8,^1:47,49,68,87|. Reported procedure: To a cooled (0° C.) mixture of TMEDA (11.4 mL, 76 mmol) and THF (75 mL) was added furan (5.7 mL, 78 mmol) followed by n-BuLi (15 mL, 2.5M in hexanes). The resulting solution was stirred for 30 min then ZnCl2 added (60 mL, 0.5M in THF). To this solution was added a solution comprised of (4-bromo-phenyl)-2,2-dimethyl-acetonitrile (4.48 g, 20 mmol) (reference example 30a) and (Ph3P)4Pd (460 mg, 0.4 mmol) in THF (10 mL). The resulting mixture was warmed to 50° C. and stirred at this temperature for ... Product: CC(C#N)(C)C1=CC=C(C=C1)C=1OC=CC1 (2,2-Dimethyl-(4-[Furan-2-yl]-Phenyl)-Acetonitrile). Yield: 92.3%. The reactants are BrC1=CC=C(C=C1)C(C#N)(C)C ((4-bromo-phenyl)-2,2-dimethyl-acetonitrile), CN(C)CCN(C)C (TMEDA), O1C=CC=C1 (furan), [Li]CCCC (n-BuLi). The solvent is C1CCOC1 (THF), C1CCOC1 (THF), CCOCC (ether), C1CCOC1 (THF). Reactants: OC(C)(C)C1=C(C=C(C=C1)C(=O)N1CCC2(CC1)C=1N(C3=C(O2)C=CC=C3)C=CC1)OC ((4-(2-hydroxypropan-2-yl)-3-methoxyphenyl)(spiro[benzo[b]pyrrolo[1,2-d][1,4]oxazine-4,4′-piperidine]-1′-yl)methanone), OC(C)(C)C1=C(C=C(C=C1)C(=O)N1CCC2(CC1)C=1N(C3=C(O2)C=CC=C3)C=CC1)OC ((4-(2-hydroxypropan-2-yl)-3-methoxyphenyl)(spiro[benzo[b]pyrrolo[1,2-d][1,4]oxazine-4,4′-piperidine]-1′-yl)methanone), CI (MeI), [H-].[Na+] (NaH). Run in C1CCOC1 (THF), CN(C)C=O (DMF). Conditions: time 2 minute. The product is COC=1C=C(C=CC1C(C)(C)OC)C(=O)N1CCC2(CC1)C=1N(C3=C(O2)C=CC=C3)C=CC1 ((3-methoxy-4-(2-methoxypropan-2-yl)phenyl)(spiro[benzo[b]pyrrolo[1,2-d][1,4]oxazine-4,4′-piperidine]-1′-yl)methanone). Yield: 35.0%. RXN SMILES: [OH:1][C:2]([C:5]1[CH:10]=[CH:9][C:8]([C:11]([N:13]2[CH2:18][CH2:17][C:16]3([O:23][C:22]4[CH:24]=[CH:25][CH:26]=[CH:27][C:21]=4[N:20]4[CH:28]=[CH:29][CH:30]=[C:19]34)[CH2:15][CH2:14]2)=[O:12])=[CH:7][C:6]=1[O:31][CH3:32])([CH3:4])[CH3:3].[H-].[Na+].[CH3:35]I>C1COCC1.CN(C=O)C>[CH3:32][O:31][C:6]1[CH:7]=[C:8]([C:11]([N:13]2[CH2:14][CH2:15][C:16]3([O:23][C:22]4[CH:24]=[CH:25][CH:26]=[CH:27][C:21]=4[N:20]4[CH:28]=[CH:29][CH:30]=[C:19]34)[CH2:17][CH2:18]2)=[O:12])[CH:9]=[CH:10][C:5]=1[C:2]([O:1][CH3:35])([CH3:3])[CH3:4] |f:1.2|. Reported procedure: (4-(2-Hydroxypropan-2-yl)-3-methoxyphenyl)(spiro[benzo[b]pyrrolo[1,2-d][1,4]oxazine-4,4′-piperidine]-1′-yl)methanone (crude material from step 1) was dissolved in a mixture of THF (3 mL) and DMF (3 mL). NaH (28 mg, 0.69 mmol) was added and the reaction mixture was allowed to stir for 2 minutes. MeI (54 μL, 0.86 mmol) was then added and the reaction mixture was allowed to stir for 1 h. The reaction mixture was evaporated to dryness and the residue was suspended in 25 mL of dichloromethane. The su... Reactants: C, COc1cc(CCCC2SC(=O)NC2=O)ccc1OCc1coc(C=Cc2ccccc2)n1, C1CCOC1, [Pd]. Yields the product COc1cc(CCCC2SC(=O)NC2=O)ccc1OCc1coc(CCc2ccccc2)n1. As a reaction SMILES: [C:34].[CH3:1][O:2][c:3]1[cH:4][c:5]([CH2:24][CH2:25][CH2:26][CH:27]2[C:28](=[O:33])[NH:29][C:30](=[O:32])[S:31]2)[cH:6][cH:7][c:8]1[O:9][CH2:10][c:11]1[n:12][c:13]([CH:16]=[CH:17][c:18]2[cH:19][cH:20][cH:21][cH:22][cH:23]2)[o:14][cH:15]1.[O:36]1[CH2:37][CH2:38][CH2:39][CH2:40]1.[Pd:35]>>[CH3:1][O:2][c:3]1[cH:4][c:5]([CH2:24][CH2:25][CH2:26][CH:27]2[C:28](=[O:33])[NH:29][C:30](=[O:32])[S:31]2)[cH:6][cH:7][c:8]1[O:9][CH2:10][c:11]1[n:12][c:13]([CH2:16][CH2:17][c:18]2[cH:19][cH:20][cH:21][cH:22][cH:23]2)[o:14][cH:15]1. Starting materials: ClC=1C(=CC(=C(C1)C=1N([C@@H]([C@@H](N1)C1=CC=C(C=C1)Cl)C1=CC=C(C=C1)Cl)C(=O)Cl)OCC)C(C)(C)C#N ((4S,5R)-2-[5-Chloro-4-(cyano-dimethyl-methyl)-2-ethoxy-phenyl]-4,5-bis-(4-chloro-phenyl)-4,5-dihydro-imidazole-1-carbonyl chloride), Cl.Cl.CS(=O)(=O)CCN1CCNCC1 (1-(2-methanesulfonylethyl)piperazine dihydrochloride). The product is ClC1=CC=C(C=C1)[C@@H]1N=C(N([C@@H]1C1=CC=C(C=C1)Cl)C(=O)N1CCN(CC1)CCS(=O)(=O)C)C1=CC(=C(C=C1OCC)C(C#N)(C)C)Cl (2-(4-{(4S,5R)-4,5-Bis-(4-chloro-phenyl)-1-[4-(2-methanesulfonyl-ethyl)-piperazine-1-carbonyl]-4,5-dihydro-1H-imidazol-2-yl}-2-chloro-5-ethoxy-phenyl)-2-methyl-propionitrile). As a reaction SMILES: [Cl:1][C:2]1[C:3]([C:33]([C:36]#[N:37])([CH3:35])[CH3:34])=[CH:4][C:5]([O:30][CH2:31][CH3:32])=[C:6]([C:8]2[N:9]([C:27](Cl)=[O:28])[C@H:10]([C:20]3[CH:25]=[CH:24][C:23]([Cl:26])=[CH:22][CH:21]=3)[C@H:11]([C:13]3[CH:18]=[CH:17][C:16]([Cl:19])=[CH:15][CH:14]=3)[N:12]=2)[CH:7]=1.Cl.Cl.[CH3:40][S:41]([CH2:44][CH2:45][N:46]1[CH2:51][CH2:50][NH:49][CH2:48][CH2:47]1)(=[O:43])=[O:42]>>[Cl:19][C:16]1[CH:15]=[CH:14][C:13]([C@H:11]2[C@@H:10]([C:20]3[CH:25]=[CH:24][C:23]([Cl:26])=[CH:22][CH:21]=3)[N:9]([C:27]([N:49]3[CH2:48][CH2:47][N:46]([CH2:45][CH2:44][S:41]([CH3:40])(=[O:42])=[O:43])[CH2:51][CH2:50]3)=[O:28])[C:8]([C:6]3[C:5]([O:30][CH2:31][CH3:32])=[CH:4][C:3]([C:33]([CH3:34])([CH3:35])[C:36]#[N:37])=[C:2]([Cl:1])[CH:7]=3)=[N:12]2)=[CH:18][CH:17]=1 |f:1.2.3|. Procedure: 2-(4-{(4S,5R)-4,5-Bis-(4-chloro-phenyl)-1-[4-(2-methanesulfonyl-ethyl)-piperazine-1-carbonyl]-4,5-dihydro-1H-imidazol-2-yl}-2-chloro-5-ethoxy-phenyl)-2-methyl-propionitrile was prepared from (4S,5R)-2-[5-Chloro-4-(cyano-dimethyl-methyl)-2-ethoxy-phenyl]-4,5-bis-(4-chloro-phenyl)-4,5-dihydro-imidazole-1-carbonyl chloride (example 12k) and 1-(2-methanesulfonylethyl)piperazine dihydrochloride (example 17) in an analogous manner as described in example 25. LR-MS: 730.3 [(M+H)+] Starting materials: CC(=O)O[BH-](OC(C)=O)OC(C)=O, CC(=O)O, O=Cc1ccccc1, ClCCl, CC(N)CO, [Na+]. The product is CC(CO)NCc1ccccc1. Reaction SMILES: [C:1]([O:2][BH-:3]([O:4][C:5](=[O:6])[CH3:7])[O:8][C:9](=[O:10])[CH3:11])(=[O:12])[CH3:13].[CH3:31][C:32](=[O:33])[OH:34].[CH:20](=[O:21])[c:22]1[cH:23][cH:24][cH:25][cH:26][cH:27]1.[Cl:28][CH2:29][Cl:30].[NH2:15][CH:16]([CH2:17][OH:18])[CH3:19].[Na+:14]>>[NH:15]([CH:16]([CH2:17][OH:18])[CH3:19])[CH2:20][c:22]1[cH:23][cH:24][cH:25][cH:26][cH:27]1.